This data is from the Open Reaction Database (ORD), a public repository of structured organic reaction records. The task is: describe an organic reaction: reactants, conditions, products, and yield Reactants: 3,3',5,5'-tetra-t-butyl-4,4'-diphenoquinone, C(C)(C)(C)C1=C(C(=CC=C1)C(C)(C)C)O (2,6-di-t-butylphenol), C1(=CC=CC=C1)O (phenol). Reagents/catalysts: S(O)(O)(=O)=O (sulfuric acid). The product is C1=CC(=CC=C1C2=CC=C(C=C2)O)O (p,p'-biphenol). Reaction SMILES: C([C:5]1[CH:10]=[CH:9][CH:8]=[C:7](C(C)(C)C)[C:6]=1[OH:15])(C)(C)C.[C:16]1([OH:22])[CH:21]=[CH:20][CH:19]=[CH:18][CH:17]=1>S(=O)(=O)(O)O>[CH:10]1[C:9]([C:19]2[CH:20]=[CH:21][C:16]([OH:22])=[CH:17][CH:18]=2)=[CH:8][CH:7]=[C:6]([OH:15])[CH:5]=1. Reported procedure: A starting material which was a mixture of 3,3',5,5'-tetra-t-butyl-4,4'-diphenoquinone (1.0 g) and 2,6-di-t-butylphenol (1.0 g) was subjected to reaction at 180° C. for 1 hour in a nitrogen gas atmosphere using 10 ml of phenol as a solvent and 0.05 g of sulfuric acid as a catalyst. p,p'-biphenol was produced in an amount of 0.49 g (yield, 54.0%).